From a dataset of the Open Reaction Database (ORD), a public repository of structured organic reaction records. describe an organic reaction: reactants, conditions, products, and yield Reactants: C1(=CC=CC=C1)C(C(=O)N=C=O)C1=CC=CC=C1 (diphenylacetyl isocyanate), C1(CCCCC1)O (cyclohexanol). Yields the product C1(CCCCC1)OC(NC(C(C1=CC=CC=C1)C1=CC=CC=C1)=O)=O (Diphenylacetyl-carbamic acid cyclohexyl ester). RXN SMILES: [C:1]1([CH:7]([C:13]2[CH:18]=[CH:17][CH:16]=[CH:15][CH:14]=2)[C:8]([N:10]=[C:11]=[O:12])=[O:9])[CH:6]=[CH:5][CH:4]=[CH:3][CH:2]=1.[CH:19]1([OH:25])[CH2:24][CH2:23][CH2:22][CH2:21][CH2:20]1>>[CH:19]1([O:25][C:11](=[O:12])[NH:10][C:8](=[O:9])[CH:7]([C:1]2[CH:6]=[CH:5][CH:4]=[CH:3][CH:2]=2)[C:13]2[CH:18]=[CH:17][CH:16]=[CH:15][CH:14]=2)[CH2:24][CH2:23][CH2:22][CH2:21][CH2:20]1. Procedure: The title compound, white solid, m.p. 117-119° C. and MS: m/e=337.4 (M+H+) was prepared in accordance with the general method of example 1 from diphenylacetyl isocyanate and cyclohexanol. Reactants: O=Cc1ccc(Br)cc1, SCc1ccccc1, CCCCCC, CCOC(C)=O. Product: O=Cc1ccc(SCc2ccccc2)cc1. RXN SMILES: [Br:9][c:10]1[cH:11][cH:12][c:13]([CH:14]=[O:15])[cH:16][cH:17]1.[CH2:1]([c:2]1[cH:3][cH:4][cH:5][cH:6][cH:7]1)[SH:8].[CH3:18][CH2:19][CH2:20][CH2:21][CH2:22][CH3:23].[CH3:24][CH2:25][O:26][C:27](=[O:28])[CH3:29]>>[CH2:1]([c:2]1[cH:3][cH:4][cH:5][cH:6][cH:7]1)[S:8][c:10]1[cH:11][cH:12][c:13]([CH:14]=[O:15])[cH:16][cH:17]1. Reactants: CCOC(C)=O, C1CCNCC1, C1CCCCC1, CC(=O)CC(C)=O, CC(=O)O, N#Cc1ccc(C=O)c(Cl)c1, ClCCl. Product: CC(=O)C(=Cc1ccc(C#N)cc1Cl)C(C)=O. RXN SMILES: [C:32]([O:33][CH2:34][CH3:35])(=[O:36])[CH3:37].[CH2:23]1[CH2:24][CH2:25][NH:26][CH2:27][CH2:28]1.[CH2:38]1[CH2:39][CH2:40][CH2:41][CH2:42][CH2:43]1.[CH3:12][C:13]([CH2:14][C:15]([CH3:16])=[O:17])=[O:18].[CH3:19][C:20](=[O:21])[OH:22].[Cl:1][c:2]1[cH:3][c:4]([C:5]#[N:6])[cH:7][cH:8][c:9]1[CH:10]=[O:11].[Cl:29][CH2:30][Cl:31]>>[Cl:1][c:2]1[cH:3][c:4]([C:5]#[N:6])[cH:7][cH:8][c:9]1[CH:10]=[C:14]([C:13]([CH3:12])=[O:18])[C:15]([CH3:16])=[O:17]. Reactants: C1(=CC=CC=C1)C=1N=C(NC1)C1NCCCC1 (2-(4-Phenyl-1H-imidazol-2-yl)-piperidine), C(N)(=O)C1=CC=C(C=C1)CC(C(=O)O)NC(=O)OCC1C2=CC=CC=C2C=2C=CC=CC12 (3-(4-Carbamoyl-phenyl)-2-(9H-fluoren-9-ylmethoxycarbonylamino)-propionic acid), O.OC1=CC=CC=2NN=NC21 (hydroxybenzotriazole hydrate), Cl.CN(CCCN=C=NCC)C (1-[3-(dimethylamino)propyl]-3-ethylcarbodiimide hydrochloride). Run in CN(C=O)C (dimethylformamide). Conditions: time 8 hour. Product: C1=CC=CC=2C3=CC=CC=C3C(C12)COC(NC(C(N1C(CCCC1)C=1NC=C(N1)C1=CC=CC=C1)=O)CC1=CC=C(C=C1)C(N)=O)=O ({1-(4-Carbamoyl-benzyl)-2-oxo-2-[2-(4-phenyl-1H-imidazol-2-yl)-piperidin-1-yl]-ethyl}-carbamic acid 9H-fluoren-9-ylmethyl ester). Reaction SMILES: [C:1]1([C:7]2[N:8]=[C:9]([CH:12]3[CH2:17][CH2:16][CH2:15][CH2:14][NH:13]3)[NH:10][CH:11]=2)[CH:6]=[CH:5][CH:4]=[CH:3][CH:2]=1.[C:18]([C:21]1[CH:26]=[CH:25][C:24]([CH2:27][CH:28]([NH:32][C:33]([O:35][CH2:36][CH:37]2[C:49]3[CH:48]=[CH:47][CH:46]=[CH:45][C:44]=3[C:43]3[C:38]2=[CH:39][CH:40]=[CH:41][CH:42]=3)=[O:34])[C:29](O)=[O:30])=[CH:23][CH:22]=1)(=[O:20])[NH2:19].O.OC1C2N=NNC=2C=CC=1.Cl.CN(C)CCCN=C=NCC>CN(C)C=O>[CH:48]1[C:49]2[CH:37]([CH2:36][O:35][C:33](=[O:34])[NH:32][CH:28]([CH2:27][C:24]3[CH:23]=[CH:22][C:21]([C:18](=[O:20])[NH2:19])=[CH:26][CH:25]=3)[C:29](=[O:30])[N:13]3[CH2:14][CH2:15][CH2:16][CH2:17][CH:12]3[C:9]3[NH:10][CH:11]=[C:7]([C:1]4[CH:2]=[CH:3][CH:4]=[CH:5][CH:6]=4)[N:8]=3)[C:38]3[C:43](=[CH:42][CH:41]=[CH:40][CH:39]=3)[C:44]=2[CH:45]=[CH:46][CH:47]=1 |f:2.3,4.5|. Reported procedure: To a mixture of 138 mg (0.5 mmol) of 2-(4-Phenyl-1H-imidazol-2-yl)-piperidine, 215 mg (0.5 mmol) of 3-(4-Carbamoyl-phenyl)-2-(9H-fluoren-9-ylmethoxycarbonylamino)-propionic acid, 135 mg (1.0 mmol) of hydroxybenzotriazole hydrate, 115 mg (0.6 mmol) of 1-[3-(dimethylamino)propyl]-3-ethylcarbodiimide hydrochloride was added 2 mL of dimethylformamide. The resulting mixture was allowed to stir at room temperature under argon overnight. The mixture was then partitioned between ethyl acetate and water.... Reactants: C(C)(C)(C)OC(=O)N[C@@H]1[C@@H](CCCC1)NC1=NC(=C(C(=N1)CN1C(C2=CC=CC=C2C1=O)=O)C(=O)OCC)NC=1C=C(C=CC1)C (ethyl 2-((1R,2S)-2-(tert-butoxycarbonylamino)cyclohexylamino)-4-((1,3-dioxoisoindolin-2-yl)methyl)-6-(m-tolylamino)pyrimidine-5-carboxylate), O.NN (hydrazine hydrate). Solvent: CCO (EtOH). Run at temperature 65 celsius, time 12 hour. The product is O=C1NCC=2N=C(N=C(C21)NC=2C=C(C=CC2)C)N[C@H]2[C@H](CCCC2)NC(OC(C)(C)C)=O (tert-Butyl (1S,2R)-2-(5-oxo-4-(m-tolylamino)-6,7-dihydro-5H-pyrrolo[3,4-d]pyrimidin-2-ylamino)cyclohexylcarbamate). Yield: 44.2%. As a reaction SMILES: [C:1]([O:5][C:6]([NH:8][C@H:9]1[CH2:14][CH2:13][CH2:12][CH2:11][C@H:10]1[NH:15][C:16]1[N:21]=[C:20]([CH2:22][N:23]2[C:31](=[O:32])C3C(=CC=CC=3)C2=O)[C:19](C(OCC)=O)=[C:18]([NH:39][C:40]2[CH:41]=[C:42]([CH3:46])[CH:43]=[CH:44][CH:45]=2)[N:17]=1)=[O:7])([CH3:4])([CH3:3])[CH3:2].O.NN>CCO>[O:32]=[C:31]1[C:19]2[C:18]([NH:39][C:40]3[CH:41]=[C:42]([CH3:46])[CH:43]=[CH:44][CH:45]=3)=[N:17][C:16]([NH:15][C@@H:10]3[CH2:11][CH2:12][CH2:13][CH2:14][C@@H:9]3[NH:8][C:6](=[O:7])[O:5][C:1]([CH3:2])([CH3:3])[CH3:4])=[N:21][C:20]=2[CH2:22][NH:23]1 |f:1.2|. Procedure: A mixture of ethyl 2-((1R,2S)-2-(tert-butoxycarbonylamino)cyclohexylamino)-4-((1,3-dioxoisoindolin-2-yl)methyl)-6-(m-tolylamino)pyrimidine-5-carboxylate (109 mg, 0.174 mmol) and hydrazine hydrate (36.5 mg, 0.729 mmol) in EtOH (2 mL) was stirred at 65° C. for 12 h. After cooling, the mixture was concentrated under reduced pressure and the residue was treated with water and extracted with EtOAc. The combined organic layers were washed with aqueous NaHCO3, water, and brine, were filtered through Si...